From a dataset of the Open Reaction Database (ORD), a public repository of structured organic reaction records. describe an organic reaction: reactants, conditions, products, and yield Reported procedure: N-methyl-N-(1-phenylvinyl)amine and bromoacetyl bromide were used to produce the above compound in the same way as Reference Example 8. RXN SMILES: [CH3:1][NH:2][C:3]([C:5]1[CH:10]=[CH:9][CH:8]=[CH:7][CH:6]=1)=[CH2:4].[Br:11][CH2:12][C:13](Br)=[O:14]>>[CH3:1][N:2]([C:3]([C:5]1[CH:10]=[CH:9][CH:8]=[CH:7][CH:6]=1)=[CH2:4])[C:13](=[O:14])[CH2:12][Br:11]. Reactants: CNC(=C)C1=CC=CC=C1 (N-methyl-N-(1-phenylvinyl)amine), BrCC(=O)Br (bromoacetyl bromide). Yields the product CN(C(CBr)=O)C(=C)C1=CC=CC=C1 (N-methyl-N-(1-phenylvinyl)-2-bromoacetamide). Reactants: C#CC1(O)CCC2C3CCC4=CC(=O)C=CC4(C)C3CCC21C, CC(=O)OC(C)=O, O, c1ccncc1. Product: C#CC1(OC(C)=O)CCC2C3CCC4=CC(=O)C=CC4(C)C3CCC21C. RXN SMILES: [C:1](#[CH:2])[C:3]1([OH:23])[C:4]2([CH3:5])[CH:6]([CH2:7][CH2:8]1)[CH:9]1[CH2:10][CH2:11][C:12]3=[CH:13][C:14](=[O:22])[CH:15]=[CH:16][C:17]3([CH3:18])[CH:19]1[CH2:20][CH2:21]2.[CH3:30][C:31](=[O:32])[O:33][C:34](=[O:35])[CH3:36].[OH2:37].[cH:24]1[cH:25][cH:26][n:27][cH:28][cH:29]1>>[C:1](#[CH:2])[C:3]1([O:23][C:31]([CH3:30])=[O:32])[C:4]2([CH3:5])[CH:6]([CH2:7][CH2:8]1)[CH:9]1[CH2:10][CH2:11][C:12]3=[CH:13][C:14](=[O:22])[CH:15]=[CH:16][C:17]3([CH3:18])[CH:19]1[CH2:20][CH2:21]2. Starting materials: COC1=CC=C(C=C1)O (4-methoxyphenol), C1(=CC=CC=C1)P(C1=CC=CC=C1)C1=CC=CC=C1 (triphenylphosphine), C[C@H](C[C@@H](C)O)O ((2R,4R)-2,4-pentanediol), C(C)(C)OC(=O)N=NC(=O)OC(C)C.C1(=CC=CC=C1)C (azodicarboxylic acid diisopropyl ester toluene). The solvent is C1CCOC1 (THF), C1CCOC1 (THF), O (Water). Conditions: time 17 hour. Yields the product COC1=CC=C(O[C@H](C[C@@H](C)O)C)C=C1 ((4S,2R)-4-(4-methoxyphenoxy)pentane-2-ol). Reaction SMILES: [CH3:1][O:2][C:3]1[CH:8]=[CH:7][C:6]([OH:9])=[CH:5][CH:4]=1.C1(P(C2C=CC=CC=2)C2C=CC=CC=2)C=CC=CC=1.[CH3:29][C@@H:30](O)[CH2:31][C@H:32]([OH:34])[CH3:33].C(OC(N=NC(OC(C)C)=O)=O)(C)C.C1(C)C=CC=CC=1>C1COCC1.O>[CH3:1][O:2][C:3]1[CH:8]=[CH:7][C:6]([O:9][C@@H:30]([CH3:29])[CH2:31][C@H:32]([OH:34])[CH3:33])=[CH:5][CH:4]=1 |f:3.4|. Procedure details: After 4-methoxyphenol (300 mg, 2.41 mmol), triphenylphosphine (762 mg, 2.89 mmol), (2R,4R)-2,4-pentanediol (303 mg, 2.89 mmol), and THF (12 ml) were added to a 50 ml flask, a 40% azodicarboxylic acid diisopropyl ester-toluene solution (1.53 mL, 2.89 mmol) dissolved in THF (6 ml) was added dropwise thereto at 20° C., and the reaction was allowed to proceed for 17 hours. Water (0.5 ml) was added, and concentration was carried out. Then, water (10 ml) was added to the solution, and extraction was c... Product: C[Si](C)(C)CCOCn1ccnc1CC(CO)(CNC(=O)c1ccc(CN2CCC3(CCN(C4CCCCC4)CC3)C2)cc1)Cc1nccn1COCC[Si](C)(C)C. Starting materials: O=C(O)c1ccc(CN2CCC3(CCN(C4CCCCC4)CC3)C2)cc1, C[Si](C)(C)CCOCn1ccnc1CC(CN)(CO)Cc1nccn1COCC[Si](C)(C)C. Reaction SMILES: [CH:1]1([N:7]2[CH2:8][CH2:9][C:10]3([CH2:11][CH2:12][N:13]([CH2:15][c:16]4[cH:17][cH:18][c:19]([C:20](=[O:21])[OH:22])[cH:23][cH:24]4)[CH2:14]3)[CH2:25][CH2:26]2)[CH2:2][CH2:3][CH2:4][CH2:5][CH2:6]1.[NH2:27][CH2:28][C:29]([CH2:30][OH:31])([CH2:32][c:33]1[n:34]([CH2:38][O:39][CH2:40][CH2:41][Si:42]([CH3:43])([CH3:44])[CH3:45])[cH:35][cH:36][n:37]1)[CH2:46][c:47]1[n:48]([CH2:52][O:53][CH2:54][CH2:55][Si:56]([CH3:57])([CH3:58])[CH3:59])[cH:49][cH:50][n:51]1>>[CH:1]1([N:7]2[CH2:8][CH2:9][C:10]3([CH2:11][CH2:12][N:13]([CH2:15][c:16]4[cH:17][cH:18][c:19]([C:20](=[O:21])[NH:27][CH2:28][C:29]([CH2:30][OH:31])([CH2:32][c:33]5[n:34]([CH2:38][O:39][CH2:40][CH2:41][Si:42]([CH3:43])([CH3:44])[CH3:45])[cH:35][cH:36][n:37]5)[CH2:46][c:47]5[n:48]([CH2:52][O:53][CH2:54][CH2:55][Si:56]([CH3:57])([CH3:58])[CH3:59])[cH:49][cH:50][n:51]5)[cH:23][cH:24]4)[CH2:14]3)[CH2:25][CH2:26]2)[CH2:2][CH2:3][CH2:4][CH2:5][CH2:6]1. Reactants: CCCc1c(CNC)ccc2ccccc12, CNCc1sc2ccccc2c1C, CN1CCN(C(=O)CN2CC(=O)Nc3ncc(C=CC(=O)O)cc3C2)CC1, CN1CC(=O)Nc2ncc(C=CC(=O)O)cc2C1, Cl, Cl. The product is Cc1c(CN(C)C(=O)C=Cc2cnc3c(c2)CN(CC(=O)N2CCN(C)CC2)CC(=O)N3)sc2ccccc12, Cl. RXN SMILES: [CH3:14][NH:15][CH2:16][c:17]1[cH:18][cH:19][c:20]2[c:21]([cH:22][cH:23][cH:24][cH:25]2)[c:26]1[CH2:27][CH2:28][CH3:29].[CH3:1][NH:2][CH2:3][c:4]1[c:5]([CH3:13])[c:6]2[c:7]([s:8]1)[cH:9][cH:10][cH:11][cH:12]2.[CH3:31][N:32]1[CH2:33][CH2:34][N:35]([C:38]([CH2:39][N:40]2[CH2:41][C:42](=[O:56])[NH:43][c:44]3[c:45]([cH:47][c:48]([CH:51]=[CH:52][C:53](=[O:54])[OH:55])[cH:49][n:50]3)[CH2:46]2)=[O:57])[CH2:36][CH2:37]1.[CH3:59][N:60]1[CH2:61][c:62]2[cH:63][c:64]([CH:65]=[CH:66][C:67]([OH:68])=[O:69])[cH:70][n:71][c:72]2[NH:73][C:74](=[O:75])[CH2:76]1.[ClH:30].[ClH:58]>>[CH3:1][N:2]([CH2:3][c:4]1[c:5]([CH3:13])[c:6]2[c:7]([s:8]1)[cH:9][cH:10][cH:11][cH:12]2)[C:53]([CH:52]=[CH:51][c:48]1[cH:47][c:45]2[c:44]([n:50][cH:49]1)[NH:43][C:42](=[O:56])[CH2:41][N:40]([CH2:39][C:38]([N:35]1[CH2:34][CH2:33][N:32]([CH3:31])[CH2:37][CH2:36]1)=[O:57])[CH2:46]2)=[O:54].[ClH:30]. Starting materials: ClC1=NC(=NC=C1C(F)(F)F)NC1=C(C=C(CP(OCC)(OCC)=O)C=C1)OC (diethyl (4-{[4-chloro-5-(trifluoromethyl)pyrimidin-2-yl]amino}-3-methoxybenzyl)phosphonate), C(C=1C(N)=CC=CC1)(=O)O (anthranilic acid). The product is C(C)OP(=O)(OCC)CC1=CC(=C(C=C1)NC1=NC=C(C(=N1)NC1=C(C(=O)O)C=CC=C1)C(F)(F)F)OC (2-{[2-({4-[(Diethoxyphosphoryl)methyl]-2-methoxyphenyl}amino)-5-(trifluoromethyl)pyrimidin-4-yl]amino}benzoic acid). RXN SMILES: Cl[C:2]1[C:7]([C:8]([F:11])([F:10])[F:9])=[CH:6][N:5]=[C:4]([NH:12][C:13]2[CH:27]=[CH:26][C:16]([CH2:17][P:18](=[O:25])([O:22][CH2:23][CH3:24])[O:19][CH2:20][CH3:21])=[CH:15][C:14]=2[O:28][CH3:29])[N:3]=1.[C:30]([OH:39])(=[O:38])[C:31]1[C:32](=[CH:34][CH:35]=[CH:36][CH:37]=1)[NH2:33]>>[CH2:20]([O:19][P:18]([CH2:17][C:16]1[CH:26]=[CH:27][C:13]([NH:12][C:4]2[N:3]=[C:2]([NH:33][C:32]3[CH:34]=[CH:35][CH:36]=[CH:37][C:31]=3[C:30]([OH:39])=[O:38])[C:7]([C:8]([F:11])([F:10])[F:9])=[CH:6][N:5]=2)=[C:14]([O:28][CH3:29])[CH:15]=1)([O:22][CH2:23][CH3:24])=[O:25])[CH3:21]. Procedure: The title compound was prepared according to the procedure for example 102 using diethyl (4-{[4-chloro-5-(trifluoromethyl)pyrimidin-2-yl]amino}-3-methoxybenzyl)phosphonate (50.0 mg, 0.110 mmol) and anthranilic acid (15.1 mg, 0.110 mmol). The reaction mixture concentrated under reduced pressure and purified on an ISCO Combiflash system (DCM/MeOH 100:0→95:5) twice. 1H NMR (400 MHz, CHLOROFORM-d) δ 11.65 (br. s., 1H), 9.74 (s, 1H), 8.48 (d, J=8.84 Hz, 1H), 8.25 (s, 1H), 8.08 (dd, J=1.39, 7.96 Hz, 1...